From a dataset of the Open Reaction Database (ORD), a public repository of structured organic reaction records. describe an organic reaction: reactants, conditions, products, and yield Yields the product CC1=NN=C2N1C1=CC=CC=C1C=C2 (1-METHYL-s-TRIAZOLO(4,3-a)QUINOLINE). RXN SMILES: [NH:1]([C:3]1[CH:12]=[CH:11][C:10]2[C:5](=[CH:6][CH:7]=[CH:8][CH:9]=2)[N:4]=1)[NH2:2].[C:13](O)(=O)[CH3:14]>>[CH3:13][C:14]1[N:4]2[C:5]3[C:10]([CH:11]=[CH:12][C:3]2=[N:1][N:2]=1)=[CH:9][CH:8]=[CH:7][CH:6]=3. Reactants: N(N)C1=NC2=CC=CC=C2C=C1 (2-Hydrazinoquinoline), C(C)(=O)O (acetic acid). Procedure details: 2-Hydrazinoquinoline (5.0 grams) was placed in a 250-milliliter three-necked flask equipped with a mechanical stirrer and a reflux condenser. To this flask was added 100 milliliters of acetic acid. The reaction mixture was refluxed for twelve hours, then allowed to cool; acetic acid was removed by evaporation. The solid which remained consisted of pure 1-methyl-s-triazolo(4,3-a)quinoline. The product was recrystallized from ethanol, m.p., 166°-7°C. Reactants: [Al+3], CCC1(c2ccnc(OC)c2COCOC)OC1CO, [H-], [H-], [H-], [H-], [Li+]. The product is CCC(O)(CCO)c1ccnc(OC)c1COCOC. Reaction SMILES: [Al+3:22].[CH2:1]([CH3:2])[C:3]1([c:8]2[c:9]([CH2:16][O:17][CH2:18][O:19][CH3:20])[c:10]([O:14][CH3:15])[n:11][cH:12][cH:13]2)[CH:4]([CH2:6][OH:7])[O:5]1.[H-:21].[H-:24].[H-:25].[H-:26].[Li+:23]>>[CH2:1]([CH3:2])[C:3]([CH2:4][CH2:6][OH:7])([OH:5])[c:8]1[c:9]([CH2:16][O:17][CH2:18][O:19][CH3:20])[c:10]([O:14][CH3:15])[n:11][cH:12][cH:13]1.